From a dataset of the Open Reaction Database (ORD), a public repository of structured organic reaction records. describe an organic reaction: reactants, conditions, products, and yield Reactants: COS(=O)(=O)OC, Cc1cc(O)cc(O)c1, [Na+], [OH-]. Product: COc1cc(C)cc(O)c1. As a reaction SMILES: [CH3:1][O:2][S:3]([O:4][CH3:5])(=[O:6])=[O:7].[CH3:8][c:9]1[cH:10][c:11]([OH:12])[cH:13][c:14]([OH:15])[cH:16]1.[Na+:18].[OH-:17]>>[CH3:1][O:12][c:11]1[cH:10][c:9]([CH3:8])[cH:16][c:14]([OH:15])[cH:13]1. Starting materials: Ceric ammonium nitrate, COC1=C(C(=C(C(=C1C)C)OC)C)C/C=C(/CCCCNC(C)=O)\C (N-((E)-7-(2,5-dimethoxy-3,4,6-trimethylphenyl)-5-methylhept-5-enyl)acetamide). Run in C(=O)(C)C#N (AcCN), O (H2O), C(=O)(C)C#N (AcCN), C(Cl)Cl (CH2Cl2), O (H2O). Reaction conditions: temperature 0 celsius, time 0.75 hour. Yields the product C/C(/CCCCNC(C)=O)=C\CC1=C(C(C(=C(C1=O)C)C)=O)C (N-((5E)-5-methyl-7-(2,4,5-trimethyl-3,6-dioxocyclohexa-1,4-dienyl)hept-5-enyl)acetamide). As a reaction SMILES: C[O:2][C:3]1[C:8]([CH3:9])=[C:7]([CH3:10])[C:6]([O:11]C)=[C:5]([CH3:13])[C:4]=1[CH2:14]/[CH:15]=[C:16](\[CH3:25])/[CH2:17][CH2:18][CH2:19][CH2:20][NH:21][C:22](=[O:24])[CH3:23]>C(C#N)(C)=O.C(Cl)Cl.O>[CH3:25]/[C:16](=[CH:15]\[CH2:14][C:4]1[C:3](=[O:2])[C:8]([CH3:9])=[C:7]([CH3:10])[C:6](=[O:11])[C:5]=1[CH3:13])/[CH2:17][CH2:18][CH2:19][CH2:20][NH:21][C:22](=[O:24])[CH3:23]. Procedure: Ceric ammonium nitrate (90.1 mg, 0.164 mmol) was dissolved into H2O (0.5 mL) and AcCN (0.5 mL) and cooled to 0° C. A solution containing 25.2 mg N-((E)-7-(2,5-dimethoxy-3,4,6-trimethylphenyl)-5-methylhept-5-enyl)acetamide (0.0725 mmol) in AcCN (1 mL) and CH2Cl2 (0.25 mL) was added over 0.5 min. The reaction was stirred for 0.75 h at 0° C. then diluted with H2O (2 mL). The layers were separated and the organic phase diluted with EtOAc (5 mL) and washed with H2O (3×2 mL). The combined aqueous phas... The reactants are CC(C)(C)OC(=O)N1CC(c2ccc(C(F)(F)F)cc2)CC(c2nc(C3CC3)no2)C1, ClCCl, O=C(O)C(F)(F)F. Yields the product FC(F)(F)c1ccc(C2CNCC(c3nc(C4CC4)no3)C2)cc1. Reaction SMILES: [CH:1]1([c:4]2[n:5][o:6][c:7]([CH:9]3[CH2:10][N:11]([C:25]([O:26][C:27]([CH3:28])([CH3:29])[CH3:30])=[O:31])[CH2:12][CH:13]([c:15]4[cH:16][cH:17][c:18]([C:21]([F:22])([F:23])[F:24])[cH:19][cH:20]4)[CH2:14]3)[n:8]2)[CH2:2][CH2:3]1.[Cl:39][CH2:40][Cl:41].[OH:32][C:33]([C:34]([F:35])([F:36])[F:37])=[O:38]>>[CH:1]1([c:4]2[n:5][o:6][c:7]([CH:9]3[CH2:10][NH:11][CH2:12][CH:13]([c:15]4[cH:16][cH:17][c:18]([C:21]([F:22])([F:23])[F:24])[cH:19][cH:20]4)[CH2:14]3)[n:8]2)[CH2:2][CH2:3]1. The solvent is CCO (EtOH). Reaction conditions: temperature 70 celsius. As a reaction SMILES: [Cl:1][C:2]1[CH:3]=[C:4]([NH:8][C:9]2[CH:14]=[CH:13][N:12]3[N:15]=[CH:16][C:17]([CH:18]=O)=[C:11]3[N:10]=2)[CH:5]=[CH:6][CH:7]=1.[CH3:20][N:21]1[CH2:25][C:24](=[O:26])[NH:23][C:22]1=[O:27].N1CCCCC1>CCO>[Cl:1][C:2]1[CH:3]=[C:4]([NH:8][C:9]2[CH:14]=[CH:13][N:12]3[N:15]=[CH:16][C:17]([CH:18]=[C:25]4[N:21]([CH3:20])[C:22](=[O:27])[NH:23][C:24]4=[O:26])=[C:11]3[N:10]=2)[CH:5]=[CH:6][CH:7]=1. Product: ClC=1C=C(C=CC1)NC1=NC=2N(C=C1)N=CC2C=C2C(NC(N2C)=O)=O (5-((5-(3-chlorophenylamino)pyrazolo[1,5-a]pyrimidin-3-yl)methylene)-1-methylimidazolidine-2,4-dione). Starting materials: ClC=1C=C(C=CC1)NC1=NC=2N(C=C1)N=CC2C=O (5-(3-chlorophenylamino)pyrazolo[1,5-a]pyrimidine-3-carbaldehyde), CN1C(NC(C1)=O)=O (1-methylimidazolidine-2,4-dione), N1CCCCC1 (piperidine). Procedure: To 5-(3-chlorophenylamino)pyrazolo[1,5-a]pyrimidine-3-carbaldehyde (20 mg, 0.074 mmol) in 0.5 mL EtOH was added 1-methylimidazolidine-2,4-dione (8.4 mg, 0.074 mmol) and piperidine (7.5 μL, 0.074 mmol). The mixture was heated at 70° C. overnight. The solid formed was isolated by filtration and air dried to give 5-((5-(3-chlorophenylamino)pyrazolo[1,5-a]pyrimidin-3-yl)methylene)-1-methylimidazolidine-2,4-dione. LCMS (M+1=369)